From a dataset of the Open Reaction Database (ORD), a public repository of structured organic reaction records. describe an organic reaction: reactants, conditions, products, and yield Starting materials: COC(COC1=C2C(C(=C(NC2=C(C=C1)Cl)C)CC1=CC=C(C=C1)Cl)=O)=O ([8-chloro-3-(4-chlorobenzyl)-2-methyl-4-oxo-1,4-dihydroquinolin-5-yloxy]acetic acid methyl ester), IC (iodomethane), CN(C=O)C (N,N-dimethylformamide), C([O-])([O-])=O.[K+].[K+] (potassium carbonate). Run in O (water). Reaction conditions: time 22 hour. Product: COC(COC1=C2C(=C(C(=NC2=C(C=C1)Cl)C)CC1=CC=C(C=C1)Cl)OC)=O ([8-chloro-3-(4-chlorobenzyl)-4-methoxy-2-methylquinolin-5-yloxy]acetic Acid Methyl Ester). As a reaction SMILES: [CH3:1][O:2][C:3](=[O:27])[CH2:4][O:5][C:6]1[CH:15]=[CH:14][C:13]([Cl:16])=[C:12]2[C:7]=1[C:8](=[O:26])[C:9]([CH2:18][C:19]1[CH:24]=[CH:23][C:22]([Cl:25])=[CH:21][CH:20]=1)=[C:10]([CH3:17])[NH:11]2.IC.[CH3:30]N(C)C=O.C(=O)([O-])[O-].[K+].[K+]>O>[CH3:1][O:2][C:3](=[O:27])[CH2:4][O:5][C:6]1[CH:15]=[CH:14][C:13]([Cl:16])=[C:12]2[C:7]=1[C:8]([O:26][CH3:30])=[C:9]([CH2:18][C:19]1[CH:20]=[CH:21][C:22]([Cl:25])=[CH:23][CH:24]=1)[C:10]([CH3:17])=[N:11]2 |f:3.4.5|. Reported procedure: A mixture of [8-chloro-3-(4-chlorobenzyl)-2-methyl-4-oxo-1,4-dihydroquinolin-5-yloxy]acetic acid methyl ester (0.13 g), iodomethane (0.20 mL), N,N-dimethylformamide (1.0 mL) and potassium carbonate (0.14 g) were stirred at room temperature for 22 hours. The mixture was diluted with water and extracted with ethyl acetate and the combined extracts were washed with saturated aqueous sodium chloride solution and dried over magnesium sulfate. The solvent was removed under reduced pressure and purific... The reactants are C1(=C(NC(=O)NC1=O)[O-])N=C2C(=O)NC(=O)NC2=O.[NH4+] (ammonium purpurate), O (water), C1(=C(NC(=O)NC1=O)O)N=C2C(=O)NC(=O)NC2=O.N (Murexide), C(C)(=O)[O-].[Na+] (sodium acetate). The reagents and catalysts are [Cu] (Copper), [Cu](Cl)Cl (copper chloride). Yields the product C(CO)N(CC(=O)O)CC(=O)O (HEIDA). As a reaction SMILES: [C:1]1([N:10]=[C:11]2C(=O)NC(=O)N[C:12]2=[O:13])[C:7](=[O:8])NC(=O)NC=1[O-].[NH4+].[C:21]([O-:24])(=[O:23])[CH3:22].[Na+].[OH2:26]>[Cu].[Cu](Cl)Cl>[CH2:11]([N:10]([CH2:1][C:7]([OH:26])=[O:8])[CH2:22][C:21]([OH:24])=[O:23])[CH2:12][OH:13] |f:0.1,2.3|. Reported procedure: Copper titration value is used to measure the extent of biodegradation of the chelating agents during the procedure. Titration is performed using ammonium purpurate (indicator for complexometric titration, commercially available from Aldrich Chemical Co., Inc. under the trade designation Murexide) as the indicator at approximately pH 8, and using sodium acetate as buffer. Titration of 2.0 mg HEIDA (0.0105 moles) in 100 mL water with 0.01 molar copper chloride gives an endpoint of 1.06 mL, repres... Reactants: BrCCCBr, Cc1cc([N+](=O)[O-])cc(C)c1O, CCOC(C)=O, [Na+], [OH-], O. Yields the product Cc1cc([N+](=O)[O-])cc(C)c1OCCCBr. Reaction SMILES: [Br:13][CH2:14][CH2:15][CH2:16][Br:17].[CH3:1][c:2]1[c:3]([OH:12])[c:4]([CH3:11])[cH:5][c:6]([N+:8](=[O:9])[O-:10])[cH:7]1.[CH3:21][CH2:22][O:23][C:24](=[O:25])[CH3:26].[Na+:20].[OH-:19].[OH2:18]>>[CH3:1][c:2]1[c:3]([O:12][CH2:16][CH2:15][CH2:14][Br:13])[c:4]([CH3:11])[cH:5][c:6]([N+:8](=[O:9])[O-:10])[cH:7]1. Starting materials: BrCCBr, C1CCOC1, CC1=Cc2cccc(Br)c2C1, C[Si](C)(Cl)Cl, [Mg]. Yields the product CC1=Cc2cccc([Si](C)(C)Cl)c2C1. Reaction SMILES: [Br:13][CH2:14][CH2:15][Br:16].[CH2:22]1[O:23][CH2:24][CH2:25][CH2:26]1.[CH3:2][C:3]1=[CH:11][c:10]2[c:5]([c:6]([Br:12])[cH:7][cH:8][cH:9]2)[CH2:4]1.[Cl:17][Si:18]([CH3:19])([CH3:20])[Cl:21].[Mg:1]>>[CH3:2][C:3]1=[CH:11][c:10]2[c:5]([c:6]([Si:18]([Cl:17])([CH3:19])[CH3:20])[cH:7][cH:8][cH:9]2)[CH2:4]1. The reactants are O=C1N(N=C2N1C=CC=1C(C(=C(OC21)C2=CC=CC=C2)C=2C=CC(=NC2)C2(CCC2)NS(=O)C(C)(C)C)=O)COCC[Si](C)(C)C (2-methyl-propane-2-sulfinic acid (1-{5-[3,6-dioxo-8-phenyl-2-(2-trimethylsilanyl-ethoxymethyl)-2,6-dihydro-3H-9-oxa-1,2,3a-triaza-cyclopenta[a]naphthalen-7-yl]-pyridin-2-yl}-cyclobutyl)-amide), Cl (HCl), O1CCOCC1 (dioxane). Solvent: CO (MeOH). Reaction conditions: time 1 hour. Yields the product NC1(CCC1)C1=CC=C(C=N1)C=1C(C=2C=CN3C(C2OC1C1=CC=CC=C1)=NNC3=O)=O (7-[6-(1-Amino-cyclobutyl)-pyridin-3-yl]-8-phenyl-2H-9-oxa-1,2,3a-triaza-cyclopenta[a]naphthalene-3,6-dione). Reaction SMILES: [O:1]=[C:2]1[N:6]2[CH:7]=[CH:8][C:9]3[C:10](=[O:38])[C:11]([C:21]4[CH:22]=[CH:23][C:24]([C:27]5([NH:31]S(C(C)(C)C)=O)[CH2:30][CH2:29][CH2:28]5)=[N:25][CH:26]=4)=[C:12]([C:15]4[CH:20]=[CH:19][CH:18]=[CH:17][CH:16]=4)[O:13][C:14]=3[C:5]2=[N:4][N:3]1COCC[Si](C)(C)C.Cl.O1CCOCC1>CO>[NH2:31][C:27]1([C:24]2[N:25]=[CH:26][C:21]([C:11]3[C:10](=[O:38])[C:9]4[CH:8]=[CH:7][N:6]5[C:2](=[O:1])[NH:3][N:4]=[C:5]5[C:14]=4[O:13][C:12]=3[C:15]3[CH:20]=[CH:19][CH:18]=[CH:17][CH:16]=3)=[CH:22][CH:23]=2)[CH2:30][CH2:29][CH2:28]1. Procedure details: To a stirred solution of 2-methyl-propane-2-sulfinic acid (1-{5-[3,6-dioxo-8-phenyl-2-(2-trimethylsilanyl-ethoxymethyl)-2,6-dihydro-3H-9-oxa-1,2,3a-triaza-cyclopenta[a]naphthalen-7-yl]-pyridin-2-yl}-cyclobutyl)-amide (40 mg, 0.061 mmol) in MeOH (3 mL) was added a solution of HCl in dioxane (4 M, 0.3 mL, 1.2 mmol) at RT. After 1 h, the reaction mixture was evaporated to dryness. The residue was dissolved in DCM (2 mL), cooled in an ice bath, and TFA (2 mL) was added. The mixture was stirred at RT... The reactants are FC1=CC=C(C=C1)C(O)(C1CCNCC1)C1=CC=C(C=C1)F (α,α-bis(p-fluorophenyl)-4-piperidinemethanol), C(C)(=O)C1=CC(=C(OCCCCl)C=C1)OC (3-(p-acetyl-o-methoxyphenoxy)propyl chloride), C([O-])(O)=O.[Na+] (sodium bicarbonate). Solvent: CN(C=O)C (dimethylformamide). Reaction conditions: temperature 80 celsius. The product is FC1=CC=C(C=C1)C(C1CCN(CC1)CCCOC1=C(C=C(C=C1)C(C)=O)OC)(O)C1=CC=C(C=C1)F (1-[4-[3-[4-[Bis(4-fluorophenyl)hydroxymethyl]-1-piperidinyl]propoxy]-3-methoxyphenyl]ethanone). The yield is 21.4%. Reaction SMILES: [F:1][C:2]1[CH:7]=[CH:6][C:5]([C:8]([C:16]2[CH:21]=[CH:20][C:19]([F:22])=[CH:18][CH:17]=2)([CH:10]2[CH2:15][CH2:14][NH:13][CH2:12][CH2:11]2)[OH:9])=[CH:4][CH:3]=1.[C:23]([C:26]1[CH:36]=[CH:35][C:29]([O:30][CH2:31][CH2:32][CH2:33]Cl)=[C:28]([O:37][CH3:38])[CH:27]=1)(=[O:25])[CH3:24].C(=O)(O)[O-].[Na+]>CN(C)C=O>[F:1][C:2]1[CH:7]=[CH:6][C:5]([C:8]([C:16]2[CH:17]=[CH:18][C:19]([F:22])=[CH:20][CH:21]=2)([OH:9])[CH:10]2[CH2:11][CH2:12][N:13]([CH2:33][CH2:32][CH2:31][O:30][C:29]3[CH:35]=[CH:36][C:26]([C:23](=[O:25])[CH3:24])=[CH:27][C:28]=3[O:37][CH3:38])[CH2:14][CH2:15]2)=[CH:4][CH:3]=1 |f:2.3|. Procedure details: A mixture of 5.0 g (0.0165 mole) of α,α-bis(p-fluorophenyl)-4-piperidinemethanol, 4.0 g (0.0165 mole) of 3-(p-acetyl-o-methoxyphenoxy)propyl chloride and 1.4 g (0.0165 mole) of sodium bicarbonate in 60 ml of dimethylformamide was stirred and heated at 80° C. for two hours. The temperature was raised to 100° C. for one hour. After cooling, the reaction mixture was filtered and the dimethylformamide was removed at reduced pressure. The residual oil which crystallized on standing in ether was disso... Starting materials: OO (H2O2), Na2WO4.2H2O, aqueous solution, [O-]S(=O)(=S)[O-].[Na+].[Na+] (Na2S2O3), OO (H2O2), C(C)S(=O)(=O)C=1C=C(C=CC1)C1=CC=C2C=NC(=NN21)O (7-(3-Ethanesulfonyl-phenyl)-pyrrolo[2,1-f][1,2,4]triazin-2-ol), Na2WO4.2H2O, C(C)S(=O)(=O)C=1C=C(C=CC1)C1=CC=C2C=NC(=NN21)SC (7-(3-Ethanesulfonyl-phenyl)-2-methylsulfanyl-pyrrolo[2,1-f][1,2,4]triazine). Solvent: CC(=O)O (HOAc), CO (methanol). Conditions: temperature 60 celsius, time 5 hour. Yields the product C(C)S(=O)(=O)C=1C=C(C=CC1)C1=CC=C2C=NC(=NN21)S(=O)(=O)C (7-(3-ethanesulfonyl-phenyl)-2-methanesulfonyl-pyrrolo[2,1-f][1,2,4]triazine). Isolated yield 97.0%. Reaction SMILES: [CH2:1]([S:3]([C:6]1[CH:7]=[C:8]([C:12]2[N:20]3[C:15]([CH:16]=[N:17][C:18](O)=[N:19]3)=[CH:14][CH:13]=2)[CH:9]=[CH:10][CH:11]=1)(=[O:5])=[O:4])[CH3:2].[CH2:22]([S:24](C1C=C(C2N3C(C=NC(SC)=N3)=CC=2)C=CC=1)(=[O:26])=[O:25])C.OO.[O-]S([O-])(=S)=O.[Na+].[Na+]>CO.CC(O)=O>[CH2:1]([S:3]([C:6]1[CH:7]=[C:8]([C:12]2[N:20]3[C:15]([CH:16]=[N:17][C:18]([S:24]([CH3:22])(=[O:26])=[O:25])=[N:19]3)=[CH:14][CH:13]=2)[CH:9]=[CH:10][CH:11]=1)(=[O:5])=[O:4])[CH3:2] |f:3.4.5|. Procedure details: 7-(3-Ethanesulfonyl-phenyl)-pyrrolo[2,1-f][1,2,4]triazin-2-ol: To a mixture of Na2WO4.2H2O (62 mg, 0.19 mmol) and 7-(3-Ethanesulfonyl-phenyl)-2-methylsulfanyl-pyrrolo[2,1-f][1,2,4]triazine (1.25 g, 3.76 mmol) in methanol (40.0 mL) was added 50% H2O2 (0.65 mL, 11 mmol) and the reaction was stirred at 60° C. for 5 h. The mixture was treated with HOAc (700 uL), 50% H2O2 (0.65 mL, 11 mmol) and Na2WO4.2H2O (65 mg, 0.2 mmol) and warmed at 60° C. until reaction was completed as analyzed by LC/MS. At th... The reactants are Cl (HCl), ClC=1C=C(C(=O)OC)C=C(C1O)Cl (Methyl 3,5-dichloro-4-hydroxybenzoate), BrCCCCCCCCCCCC (1-bromododecane), C([O-])([O-])=O.[K+].[K+] (potassium carbonate), C([O-])([O-])=O.[K+].[K+] (potassium carbonate). Solvent: CN(C)C=O (DMF). Run at time 8 hour. The product is ClC=1C=C(C(=O)OC)C=C(C1OCCCCCCCCCCCC)Cl (Methyl 3,5-Dichloro-4-dodecyloxybenzoate). As a reaction SMILES: [Cl:1][C:2]1[CH:3]=[C:4]([CH:9]=[C:10]([Cl:13])[C:11]=1[OH:12])[C:5]([O:7][CH3:8])=[O:6].Br[CH2:15][CH2:16][CH2:17][CH2:18][CH2:19][CH2:20][CH2:21][CH2:22][CH2:23][CH2:24][CH2:25][CH3:26].C(=O)([O-])[O-].[K+].[K+].Cl>CN(C=O)C>[Cl:1][C:2]1[CH:3]=[C:4]([CH:9]=[C:10]([Cl:13])[C:11]=1[O:12][CH2:26][CH2:25][CH2:24][CH2:23][CH2:22][CH2:21][CH2:20][CH2:19][CH2:18][CH2:17][CH2:16][CH3:15])[C:5]([O:7][CH3:8])=[O:6] |f:2.3.4|. Reported procedure: Methyl 3,5-dichloro-4-hydroxybenzoate, (173, 0.78 mol), 1-bromododecane (234 g, 0.94 mol) and potassium carbonate (130 g, 0.94 g) in DMF (1000 mL) were heated to 70° C. with good stirring for about 8 hrs. The reaction was cooled and treated with 2N-HCl to neutralize the excess potassium carbonate. The mixture was then extracted with ethyl acetate. The ethyl acetate was washed with 2N-HCl(×3), dried (MgSO4), filtered and concentrated to give an oil. This oil was taken on to the next step without ...